From a dataset of the Open Reaction Database (ORD), a public repository of structured organic reaction records. describe an organic reaction: reactants, conditions, products, and yield The reactants are O(C1=CC=CC=C1)CC(=O)NC1[C@@H]2N(C(=C(CS2)Cl)C(=O)OCC2=CC=C(C=C2)[N+](=O)[O-])C1=O (p-nitrobenzyl 7-phenoxyacetamido-3-chloro-3-cephem-4-carboxylate), P(Cl)(Cl)Cl (phosphorus trichloride). The product is O(C1=CC=CC=C1)CC(=O)NC1[C@@H]2N(C(=C(CS2)Cl)C(=O)O)C1=O (7-Phenoxyacetamido-3-chloro-3-cephem-4-carboxylic acid). As a reaction SMILES: [O:1]([CH2:8][C:9]([NH:11][CH:12]1[C:33](=[O:34])[N:14]2[C:15]([C:20]([O:22]CC3C=CC([N+]([O-])=O)=CC=3)=[O:21])=[C:16]([Cl:19])[CH2:17][S:18][C@H:13]12)=[O:10])[C:2]1[CH:7]=[CH:6][CH:5]=[CH:4][CH:3]=1.P(Cl)(Cl)Cl>>[O:1]([CH2:8][C:9]([NH:11][CH:12]1[C:33](=[O:34])[N:14]2[C:15]([C:20]([OH:22])=[O:21])=[C:16]([Cl:19])[CH2:17][S:18][C@H:13]12)=[O:10])[C:2]1[CH:7]=[CH:6][CH:5]=[CH:4][CH:3]=1. Reported procedure: Following the chlorination procedure of Example 19 p-nitrobenzyl 7-phenoxyacetamido-3-chloro-3-cephem-4-carboxylate was prepared with phosphorus trichloride. The p-nitrobenzyl ester group was removed by the acidic hydrogenolysis procedure described by Example 18 to provide the 3-chlorocephalosporanic acid antibiotic compound. The reactants are CCOC(=O)Cc1c(C)n(Cc2ccccc2)c2cccc(OC)c12, CCO, NN, O. Yields the product COc1cccc2c1c(CC(=O)NN)c(C)n2Cc1ccccc1. RXN SMILES: [CH2:1]([O:3][C:4](=[O:2])[CH2:5][c:6]1[c:7]([CH3:24])[n:8]([CH2:17][c:18]2[cH:19][cH:20][cH:21][cH:22][cH:23]2)[c:9]2[cH:10][cH:11][cH:12][c:13]([O:15][CH3:16])[c:14]12)[CH3:25].[CH3:28][CH2:29][OH:30].[NH2:26][NH2:27].[OH2:31]>>[O:3]=[C:4]([CH2:5][c:6]1[c:7]([CH3:24])[n:8]([CH2:17][c:18]2[cH:19][cH:20][cH:21][cH:22][cH:23]2)[c:9]2[cH:10][cH:11][cH:12][c:13]([O:15][CH3:16])[c:14]12)[NH:26][NH2:27]. Reactants: Br, COc1ccc(CCN2CCC(Cc3nc4ccccc4n3Cc3ccc(F)cc3)CC2)cc1, O. Product: Oc1ccc(CCN2CCC(Cc3nc4ccccc4n3Cc3ccc(F)cc3)CC2)cc1. RXN SMILES: [BrH:35].[F:1][c:2]1[cH:3][cH:4][c:5]([CH2:8][n:9]2[c:10]([CH2:18][CH:19]3[CH2:20][CH2:21][N:22]([CH2:25][CH2:26][c:27]4[cH:28][cH:29][c:30]([O:33][CH3:34])[cH:31][cH:32]4)[CH2:23][CH2:24]3)[n:11][c:12]3[c:13]2[cH:14][cH:15][cH:16][cH:17]3)[cH:6][cH:7]1.[OH2:36]>>[F:1][c:2]1[cH:3][cH:4][c:5]([CH2:8][n:9]2[c:10]([CH2:18][CH:19]3[CH2:20][CH2:21][N:22]([CH2:25][CH2:26][c:27]4[cH:28][cH:29][c:30]([OH:33])[cH:31][cH:32]4)[CH2:23][CH2:24]3)[n:11][c:12]3[c:13]2[cH:14][cH:15][cH:16][cH:17]3)[cH:6][cH:7]1. The reactants are ethyl ester, CC=1C=CC=C2C=3CCCC(C3NC12)C(=O)O (8-methyl-1,2,3,4-tetrahydrocarbazole-1-carboxylic acid). Reagents/catalysts: [C].[Pd] (palladium-carbon). Solvent: C1(=CC=CC=C1)C(C)C (cumene). The product is ethyl ester, CC=1C=CC=C2C=3C=CC=C(C3NC12)C(=O)O (8-methylcarbazole-1-carboxylic acid). Yield: 75.0%. Reaction SMILES: [CH3:1][C:2]1[CH:3]=[CH:4][CH:5]=[C:6]2[C:14]=1[NH:13][C:12]1[CH:11]([C:15]([OH:17])=[O:16])[CH2:10][CH2:9][CH2:8][C:7]2=1>C1(C(C)C)C=CC=CC=1.[C].[Pd]>[CH3:1][C:2]1[CH:3]=[CH:4][CH:5]=[C:6]2[C:14]=1[NH:13][C:12]1[C:11]([C:15]([OH:17])=[O:16])=[CH:10][CH:9]=[CH:8][C:7]2=1 |f:2.3|. Procedure: The ethyl ester of 8-methyl-1,2,3,4-tetrahydrocarbazole-1-carboxylic acid is dissolved in cumene and, after adding 10% palladium-carbon, dehydrogenated as set forth in Example 1(b). After recrystallization from methanol, the ethyl ester of 8-methylcarbazole-1-carboxylic acid is obtained in a 75% yield, m.p. 68° C.